The task is: describe an organic reaction: reactants, conditions, products, and yield. This data is from the Open Reaction Database (ORD), a public repository of structured organic reaction records. The reactants are C(CCCCCCCCCCCCCCCCC)S (1-octadecylmercaptan), CN1C(CCC1)=O (N-methylpyrrolidone). Product: C(N)(SCCCCCCCCCCCCCCCCCC)=O (S-octadecyl thiocarbamate). Yield: 60.0%. Reaction SMILES: [CH2:1]([SH:19])[CH2:2][CH2:3][CH2:4][CH2:5][CH2:6][CH2:7][CH2:8][CH2:9][CH2:10][CH2:11][CH2:12][CH2:13][CH2:14][CH2:15][CH2:16][CH2:17][CH3:18].C[N:21]1CCC[C:22]1=[O:26]>>[C:22](=[O:26])([S:19][CH2:1][CH2:2][CH2:3][CH2:4][CH2:5][CH2:6][CH2:7][CH2:8][CH2:9][CH2:10][CH2:11][CH2:12][CH2:13][CH2:14][CH2:15][CH2:16][CH2:17][CH3:18])[NH2:21]. Reported procedure: As described in Example 17, but using 63 g of 1-octadecylmercaptan (0.22 mol) dissolved in 30 ml of N-methylpyrrolidone, S-octadecyl thiocarbamate was obtained in a yield of 60% of theory. Starting materials: ClC=1C=C(C=O)C=CC1 (3-chlorobenzaldehyde), [C-]#N.[K+] (KCN), C(C)(=O)O (acetic acid). Run in CO (methanol). Conditions: temperature 15 celsius, time 30 minute. Product: ClC=1C=C(C=CC1)C(C#N)O ((3-chloro-phenyl)-hydroxy-acetonitrile). Reaction SMILES: [C-:1]#[N:2].[K+].[Cl:4][C:5]1[CH:6]=[C:7]([CH:10]=[CH:11][CH:12]=1)[CH:8]=[O:9].C(O)(=O)C>CO>[Cl:4][C:5]1[CH:6]=[C:7]([CH:8]([OH:9])[C:1]#[N:2])[CH:10]=[CH:11][CH:12]=1 |f:0.1|. Reported procedure: To a stirred suspension of KCN (5.04 g, 78 mmol) in methanol (20 mL) was added 3-chlorobenzaldehyde (7.0 g, 50 mmol) at 0° C. under nitrogen atmosphere. Then acetic acid (4.4 mL) was added dropwise at 0° C. After 30 minutes, the mixture was warmed to 15° C. and stirred for 5 hours. Then the reaction mixture was concentrated to dryness and extracted with ethyl acetate (200 mL). The organic solution was washed with water (3×25 mL), brine (25 mL), dried over anhydrous sodium sulfate and concentrate...